From a dataset of the Open Reaction Database (ORD), a public repository of structured organic reaction records. describe an organic reaction: reactants, conditions, products, and yield Starting materials: C1(=CC=CC=C1)COCC(=C)CCCCCCCCCCCCCCCC (2-[(phenylmethoxy)methyl]-1-octadecene), ClS(=O)(=O)N=C=O (chlorosulfonyl isocyanate), S([O-])(O)=O.[Na+] (sodium bisulfite), [OH-].[Na+] (sodium hydroxide). Solvent: C1=CC=CC=C1 (benzene), CCOCC (ether), O (water). Conditions: time 8 hour. Product: C(CCCCCCCCCCCCCCC)[C@@]1(CC(N1)=O)COCC1=CC=CC=C1 ((R)-4-Hexadecyl-4-[(phenylmethoxy)methyl]-2-azetidinone). RXN SMILES: [C:1]1([CH2:7][O:8][CH2:9][C:10]([CH2:12][CH2:13][CH2:14][CH2:15][CH2:16][CH2:17][CH2:18][CH2:19][CH2:20][CH2:21][CH2:22][CH2:23][CH2:24][CH2:25][CH2:26][CH3:27])=[CH2:11])[CH:6]=[CH:5][CH:4]=[CH:3][CH:2]=1.ClS([N:32]=[C:33]=[O:34])(=O)=O.S(=O)(O)[O-].[Na+].[OH-].[Na+]>C1C=CC=CC=1.CCOCC.O>[CH2:12]([C@@:10]1([CH2:9][O:8][CH2:7][C:1]2[CH:6]=[CH:5][CH:4]=[CH:3][CH:2]=2)[NH:32][C:33](=[O:34])[CH2:11]1)[CH2:13][CH2:14][CH2:15][CH2:16][CH2:17][CH2:18][CH2:19][CH2:20][CH2:21][CH2:22][CH2:23][CH2:24][CH2:25][CH2:26][CH3:27] |f:2.3,4.5|. Procedure details: To a solution of 3.0 g of 2-[(phenylmethoxy)methyl]-1-octadecene in 10 ml of benzene under argon is added 1.05 ml of chlorosulfonyl isocyanate. The mixture is stirred overnight and then poured into a solution of 22 g of sodium bisulfite, 100 ml of water, 5 ml of 10% sodium hydroxide and 100 ml of ether. This mixture is stirred for 2 hours, and the organic layer separated, dried and evaporated. The residue is purified by chromatography, to give 1.1 g of the desired compound as a colorless oil. Starting materials: FC=1C=C(C=CC1F)CC(=O)Cl (3,4-difluorophenylacetyl chloride), N12CCCCCC2=NCCC1 (1,8-diazabicyclo[5.4.0]undec-7-ene), COC(C[N+]#[C-])=O (methylisocyanoacetate). The solvent is C1CCOC1 (THF). Run at time 5 minute. Product: FC=1C=C(CC2=C(N=CO2)C(=O)OC)C=CC1F (5-(3,4-Difluorobenzyl)-4-methoxycarbonyloxazole). Yield: 3.4%. RXN SMILES: [F:1][C:2]1[CH:3]=[C:4]([CH2:9][C:10](Cl)=[O:11])[CH:5]=[CH:6][C:7]=1[F:8].N12CCCN=C1CCCCC2.[CH3:24][O:25][C:26](=[O:30])[CH2:27][N+:28]#[C-:29]>C1COCC1>[F:1][C:2]1[CH:3]=[C:4]([CH:5]=[CH:6][C:7]=1[F:8])[CH2:9][C:10]1[O:11][CH:29]=[N:28][C:27]=1[C:26]([O:25][CH3:24])=[O:30]. Reported procedure: 3,4-Difluorophenylacetic acid (3.61 g, 20.9 mmol) in oxalyl chloride (7.31 ml, 83.8 mmol) was refluxed for 4 hours. The solution was cooled to room temperature, concentrated under reduced pressure to give 3,4-difluorophenylacetyl chloride which was used without purification. To a well stirred solution of 3,4-difluorophenylacetyl chloride (2.21 g, 11.59 mmol) in THF (10 mL) was added 1,8-diazabicyclo[5.4.0]undec-7-ene (DBU) (3.47 mL, 23.18 mmol) at room temperature and the solution was stirred fo...